This data is from the Open Reaction Database (ORD), a public repository of structured organic reaction records. The task is: describe an organic reaction: reactants, conditions, products, and yield Starting materials: C(C)(C)(C)OC(=O)N1CCC(CC1)OC1=C2C(=NC=NC2=CC(=C1)OC)Cl (5-(1-tert-butoxycarbonylpiperidin-4-yloxy)-4-chloro-7-methoxyquinazoline), ClC1=CC=C2C(=C1N)OCO2 (6-chloro-2,3-methylenedioxyaniline). Yields the product Cl.Cl.C(C)(C)(C)OC(=O)N1CCC(CC1)OC1=C2C(=NC=NC2=CC(=C1)OC)NC1=C2C(=CC=C1Cl)OCO2 (5-(1-tert-butoxycarbonylpiperidin-4-yloxy)-4-(6-chloro-2,3-methylenedioxyanilino)-7-methoxyquinazoline dihydrochloride). Isolated yield 151.4%. RXN SMILES: [C:1]([O:5][C:6]([N:8]1[CH2:13][CH2:12][CH:11]([O:14][C:15]2[CH:24]=[C:23]([O:25][CH3:26])[CH:22]=[C:21]3[C:16]=2[C:17]([Cl:27])=[N:18][CH:19]=[N:20]3)[CH2:10][CH2:9]1)=[O:7])([CH3:4])([CH3:3])[CH3:2].[Cl:28][C:29]1[C:34]([NH2:35])=[C:33]2[O:36][CH2:37][O:38][C:32]2=[CH:31][CH:30]=1>>[ClH:27].[ClH:28].[C:1]([O:5][C:6]([N:8]1[CH2:9][CH2:10][CH:11]([O:14][C:15]2[CH:24]=[C:23]([O:25][CH3:26])[CH:22]=[C:21]3[C:16]=2[C:17]([NH:35][C:34]2[C:29]([Cl:28])=[CH:30][CH:31]=[C:32]4[O:38][CH2:37][O:36][C:33]=24)=[N:18][CH:19]=[N:20]3)[CH2:12][CH2:13]1)=[O:7])([CH3:4])([CH3:3])[CH3:2] |f:2.3.4|. Reported procedure: Using an analogous procedure to that also described in the portion of Example 31 that is concerned with the preparation of starting materials, 5-(1-tert-butoxycarbonylpiperidin-4-yloxy)-4-chloro-7-methoxyquinazoline (0.14 g) and 6-chloro-2,3-methylenedioxyaniline (0.064 g) were reacted to give 5-(1-tert-butoxycarbonylpiperidin-4-yloxy)-4-(6-chloro-2,3-methylenedioxyanilino)-7-methoxyquinazoline dihydrochloride (0.17 g); NMR Spectrum: (DMSOd6) 1.42 (s, 9H), 1.8-2.0 (m, 2H), 2.0-2.15 (m, 2H), 3.0-... Starting materials: NC[C@H](O[Si](C)(C)C(C)(C)C)C1=C2C=CC(NC2=C(C=C1)O)=O ((R)-5-[2-Amino-1-[(tert-butyldimethylsilyl)oxy]ethyl]-8-hydroxyquinolin-2(1H)-one), N(=[N+]=[N-])C[C@H](O)C1=C2C=CC(NC2=C(C=C1)OCC1=CC=CC=C1)=O ((R)-5-(2-Azido-1-hydroxyethyl)-8-(benzyloxy)quinolin-2(1H)-one), C11H13N2O3. Product: NC[C@H](O)C1=C2C=CC(NC2=C(C=C1)O)=O ((R)-5-(2-Amino-1-hydroxyethyl)-8-hydroxyquinolin-2(1H)-one). As a reaction SMILES: [NH2:1][CH2:2][C@@H:3]([C:12]1[CH:21]=[CH:20][C:19]([OH:22])=[C:18]2[C:13]=1[CH:14]=[CH:15][C:16](=[O:23])[NH:17]2)[O:4][Si](C(C)(C)C)(C)C.N(C[C@@H](C1C=CC(OCC2C=CC=CC=2)=C2C=1C=CC(=O)N2)O)=[N+]=[N-]>>[NH2:1][CH2:2][C@@H:3]([C:12]1[CH:21]=[CH:20][C:19]([OH:22])=[C:18]2[C:13]=1[CH:14]=[CH:15][C:16](=[O:23])[NH:17]2)[OH:4]. Procedure details: The title compound was synthesized in a manner analogous to that described for Intermediate 2, using Intermediate 3 as a substrate. ES/MS calcd. for C11H13N2O3+ 221.1. found m/z=221.1 (M+H)+.